This data is from the Open Reaction Database (ORD), a public repository of structured organic reaction records. The task is: describe an organic reaction: reactants, conditions, products, and yield Starting materials: I.CSC1=NCCC2=CC=CC=C12 (1-Methylthio-3,4-dihydroisoquinoline hydroiodide), OC1=CC=C(CN)C=C1 (4-hydroxybenzylamine), CCOCC (ether). Run in C(C)O (ethanol). Product: OC1=CC=C(C=C1)CNC1=NCCC2=CC=CC=C12 (1-[(4-Hydroxyphenylmethyl)amino]-3,4-dihydroisoquinoline). The yield is 22.4%. Reaction SMILES: I.CS[C:4]1[C:13]2[C:8](=[CH:9][CH:10]=[CH:11][CH:12]=2)[CH2:7][CH2:6][N:5]=1.[OH:14][C:15]1[CH:22]=[CH:21][C:18]([CH2:19][NH2:20])=[CH:17][CH:16]=1.CCOCC>C(O)C>[OH:14][C:15]1[CH:22]=[CH:21][C:18]([CH2:19][NH:20][C:4]2[C:13]3[C:8](=[CH:9][CH:10]=[CH:11][CH:12]=3)[CH2:7][CH2:6][N:5]=2)=[CH:17][CH:16]=1 |f:0.1|. Procedure: 1-Methylthio-3,4-dihydroisoquinoline hydroiodide (0.6 g, 0.00197 mol) and 4-hydroxybenzylamine (0.24 g, 0.00195 mol) were heated together at reflux temperature in ethanol (25 ml) for five hours. Effluent gases were passed through a CHLOROS trap. The mixture was then cooled and the ethanol evaporated off at reduced pressure. The tacky residue was dissolved in dilute HCl and the solution extracted with ethyl acetate. The clear aqueous solution was basified with 6N. NaOH and re-extracted with ethyl... Starting materials: C(#N)C=1C=C(C=CC1F)S(=O)(=O)N(C1=NC=NS1)CC1=C(C=C(C=C1)OC)OC (3-cyano-N-(2,4-dimethoxybenzyl)-4-fluoro-N-1,2,4-thiadiazol-5-ylbenzenesulfonamide), N1=NC=C(C=C1)C=1C=C(C=CC1O)C1=CC=C(C=C1)C(F)(F)F (3-Pyridazin-4-yl-4′-(trifluoromethyl)biphenyl-4-ol). The product is C(#N)C=1C=C(C=CC1OC1=C(C=C(C=C1)C1=CC=C(C=C1)C(F)(F)F)C1=CN=NC=C1)S(=O)(=O)N(C1=NC=NS1)CC1=C(C=C(C=C1)OC)OC (3-Cyano-N-(2,4-dimethoxybenzyl)-4-{[3-pyridazin-4-yl-4′-(trifluoromethyl)biphenyl-4-yl]oxy}-N-1,2,4-thiadiazol-5-ylbenzenesulfonamide). Isolated yield 79.1%. Reaction SMILES: [C:1]([C:3]1[CH:4]=[C:5]([S:10]([N:13]([CH2:19][C:20]2[CH:25]=[CH:24][C:23]([O:26][CH3:27])=[CH:22][C:21]=2[O:28][CH3:29])[C:14]2[S:18][N:17]=[CH:16][N:15]=2)(=[O:12])=[O:11])[CH:6]=[CH:7][C:8]=1F)#[N:2].[N:30]1[CH:35]=[CH:34][C:33]([C:36]2[CH:37]=[C:38]([C:43]3[CH:48]=[CH:47][C:46]([C:49]([F:52])([F:51])[F:50])=[CH:45][CH:44]=3)[CH:39]=[CH:40][C:41]=2[OH:42])=[CH:32][N:31]=1>>[C:1]([C:3]1[CH:4]=[C:5]([S:10]([N:13]([CH2:19][C:20]2[CH:25]=[CH:24][C:23]([O:26][CH3:27])=[CH:22][C:21]=2[O:28][CH3:29])[C:14]2[S:18][N:17]=[CH:16][N:15]=2)(=[O:11])=[O:12])[CH:6]=[CH:7][C:8]=1[O:42][C:41]1[CH:40]=[CH:39][C:38]([C:43]2[CH:44]=[CH:45][C:46]([C:49]([F:50])([F:51])[F:52])=[CH:47][CH:48]=2)=[CH:37][C:36]=1[C:33]1[CH:34]=[CH:35][N:30]=[N:31][CH:32]=1)#[N:2]. Procedure details: Prepared according to Preparation 22 using 3-cyano-N-(2,4-dimethoxybenzyl)-4-fluoro-N-1,2,4-thiadiazol-5-ylbenzenesulfonamide (Preparation 19, 165 mg, 0.379 mmol) and 3-Pyridazin-4-yl-4′-(trifluoromethyl)biphenyl-4-ol (Preparation 8, 120 mg, 0.379 mmol) to afford the title compound as a solid (219 mg, 79%). Starting materials: CC(C)(C)[PH+](C(C)(C)C)C(C)(C)C, C1COCCO1, C=C(C)C(=O)OC, NC(C1CCCCC1)C1CCCCC1, Cc1cccc(C)c1Cl, O=C(C=Cc1ccccc1)C=Cc1ccccc1, O=C(C=Cc1ccccc1)C=Cc1ccccc1, O=C(C=Cc1ccccc1)C=Cc1ccccc1, [Pd], [Pd], c1ccc([B-](c2ccccc2)(c2ccccc2)c2ccccc2)cc1. Yields the product COC(=O)C(C)=Cc1c(C)cccc1C. As a reaction SMILES: [C:56]([PH+:57]([C:58]([CH3:59])([CH3:60])[CH3:61])[C:62]([CH3:63])([CH3:64])[CH3:65])([CH3:66])([CH3:67])[CH3:68].[CH2:125]1[O:126][CH2:127][CH2:128][O:129][CH2:130]1.[CH3:10][O:11][C:12]([C:13](=[CH2:14])[CH3:15])=[O:16].[CH:17]1([CH:18]([NH2:19])[CH:20]2[CH2:21][CH2:22][CH2:23][CH2:24][CH2:25]2)[CH2:26][CH2:27][CH2:28][CH2:29][CH2:30]1.[Cl:1][c:2]1[c:3]([CH3:9])[cH:4][cH:5][cH:6][c:7]1[CH3:8].[O:107]=[C:108]([CH:109]=[CH:110][c:111]1[cH:112][cH:113][cH:114][cH:115][cH:116]1)[CH:117]=[CH:118][c:119]1[cH:120][cH:121][cH:122][cH:123][cH:124]1.[O:71]=[C:72]([CH:73]=[CH:74][c:75]1[cH:76][cH:77][cH:78][cH:79][cH:80]1)[CH:81]=[CH:82][c:83]1[cH:84][cH:85][cH:86][cH:87][cH:88]1.[O:89]=[C:90]([CH:91]=[CH:92][c:93]1[cH:94][cH:95][cH:96][cH:97][cH:98]1)[CH:99]=[CH:100][c:101]1[cH:102][cH:103][cH:104][cH:105][cH:106]1.[Pd:69].[Pd:70].[c:31]1([B-:32]([c:33]2[cH:34][cH:35][cH:36][cH:37][cH:38]2)([c:39]2[cH:40][cH:41][cH:42][cH:43][cH:44]2)[c:45]2[cH:46][cH:47][cH:48][cH:49][cH:50]2)[cH:51][cH:52][cH:53][cH:54][cH:55]1>>[c:2]1([CH:14]=[C:13]([C:12]([O:11][CH3:10])=[O:16])[CH3:15])[c:3]([CH3:9])[cH:4][cH:5][cH:6][c:7]1[CH3:8]. Starting materials: Cc1c(C(=O)O)c(=O)n(-c2ccccc2)n1CC(C)OC(=O)CNC(=O)OC(C)(C)C, CCN=C=NCCCN(C)C, ClCCl, COc1ccc2c(Oc3ccc(N)cc3F)ccnc2c1. Product: COc1ccc2c(Oc3ccc(NC(=O)c4c(C)n(CC(C)OC(=O)CNC(=O)OC(C)(C)C)n(-c5ccccc5)c4=O)cc3F)ccnc2c1. Reaction SMILES: [C:22]([CH3:23])([CH3:24])([CH3:25])[O:26][C:27](=[O:28])[NH:29][CH2:30][C:31](=[O:32])[O:33][CH:34]([CH2:35][n:36]1[n:37](-[c:46]2[cH:47][cH:48][cH:49][cH:50][cH:51]2)[c:38](=[O:45])[c:39]([C:42](=[O:43])[OH:44])[c:40]1[CH3:41])[CH3:52].[CH3:53][CH2:54][N:55]=[C:56]=[N:57][CH2:58][CH2:59][CH2:60][N:61]([CH3:62])[CH3:63].[Cl:64][CH2:65][Cl:66].[F:1][c:2]1[cH:3][c:4]([NH2:21])[cH:5][cH:6][c:7]1[O:8][c:9]1[cH:10][cH:11][n:12][c:13]2[cH:14][c:15]([O:19][CH3:20])[cH:16][cH:17][c:18]12>>[F:1][c:2]1[cH:3][c:4]([NH:21][C:42]([c:39]2[c:38](=[O:45])[n:37](-[c:46]3[cH:47][cH:48][cH:49][cH:50][cH:51]3)[n:36]([CH2:35][CH:34]([O:33][C:31]([CH2:30][NH:29][C:27]([O:26][C:22]([CH3:23])([CH3:24])[CH3:25])=[O:28])=[O:32])[CH3:52])[c:40]2[CH3:41])=[O:43])[cH:5][cH:6][c:7]1[O:8][c:9]1[cH:10][cH:11][n:12][c:13]2[cH:14][c:15]([O:19][CH3:20])[cH:16][cH:17][c:18]12. The reactants are Cl (HCl), C(#N)C1=CC=C(C=C1)NC(=N)N (1-(4-cyanophenyl)guanidine), C(=O)([O-])[O-].[K+].[K+] (K2CO3), Cl (HCl), C(C)(=O)C=1C(NC(=NC1)SC)=O (5-acetyl-2-(methylthio)pyrimidin-4(3H)-one), C(C)(C)(C)OC(N(C)C)N(C)C (1-tert-butoxy-N,N,N′,N′-tetramethylmethanediamine), ice, C(#N)C1=CC=C(C=C1)NC(=N)N (1-(4-cyanophenyl)guanidine), C(=O)([O-])[O-].[K+].[K+] (K2CO3). Conditions: temperature 120 celsius, time 18 hour. Yields the product CSC=1NC(C(=CN1)C1=NC(=NC=C1)NC1=CC=C(C#N)C=C1)=O (4-(4-(2-(methylthio)-6-oxo-1,6-dihydropyrimidin-5-yl)pyrimidin-2-ylamino)benzonitrile). Yield: 47.0%. RXN SMILES: [C:1]([C:4]1[C:5](=[O:12])[NH:6][C:7]([S:10][CH3:11])=[N:8][CH:9]=1)(=O)[CH3:2].[C:13](OC(N(C)C)N(C)C)(C)(C)C.[C:25]([C:27]1[CH:32]=[CH:31][C:30]([NH:33][C:34]([NH2:36])=[NH:35])=[CH:29][CH:28]=1)#[N:26].C([O-])([O-])=O.[K+].[K+].Cl>>[CH3:11][S:10][C:7]1[NH:6][C:5](=[O:12])[C:4]([C:1]2[CH:2]=[CH:13][N:36]=[C:34]([NH:33][C:30]3[CH:29]=[CH:28][C:27]([C:25]#[N:26])=[CH:32][CH:31]=3)[N:35]=2)=[CH:9][N:8]=1 |f:3.4.5|. Procedure: 5-Acetyl-2-(methylthio)pyrimidin-4(3H)-one (33) (1.094 g, 5.94 mmol) was dissolved in 1-tert-butoxy-N,N,N′,N′-tetramethylmethanediamine (12.26 mL, 59.4 mmol), then the reaction mixture was heated at 120° C. for 6 hours. The reaction mixture was concentrated in vacuo, and dried over high vacuum for 1 hour. The crude intermediate was taken up in DMF (31.6 mL), then 1-(4-cyanophenyl)guanidine (2.076 g, 8.91 mmol) and K2CO3 (4.10 g, 29.7 mmol) were added. The reaction mixture was heated at 120° C. f... Reactants: [H][H] (hydrogen), NC1=C(CN(C(C)(C)C)CC2=CC=CC=C2)C=C(C=C1)C(=O)OCC (2-amino-N-benzyl-N-tert.butyl-5-carbethoxy-benzylamine), C (charcoal), Cl (hydrochlorid). Run in C(C)O (ethanol). Product: NC1=C(CNC(C)(C)C)C=C(C=C1)C(=O)OCC (2-amino-N-tert.butyl-5-carbethoxy-benzylamine). RXN SMILES: [NH2:1][C:2]1[CH:20]=[CH:19][C:18]([C:21]([O:23][CH2:24][CH3:25])=[O:22])=[CH:17][C:3]=1[CH2:4][N:5](CC1C=CC=CC=1)[C:6]([CH3:9])([CH3:8])[CH3:7].Cl.C.[H][H]>C(O)C>[NH2:1][C:2]1[CH:20]=[CH:19][C:18]([C:21]([O:23][CH2:24][CH3:25])=[O:22])=[CH:17][C:3]=1[CH2:4][NH:5][C:6]([CH3:9])([CH3:8])[CH3:7]. Reported procedure: 3.4 gm of 2-amino-N-benzyl-N-tert.butyl-5-carbethoxy-benzylamine were dissolved in 50 ml of ethanol. Ethanolic hydrochlorid acid was added to the solution until a pH of about 2 was reached. The solution was then hydrogenated in the presence of palladized (10%) charcoal. After absorption of 1 mol of hydrogen, the hydrogenation was terminated, the catalyst was filtered off, the filtrate was evaporated to dryness in vacuo, and the residue was distributed between a mixture of dilute ammonia and chlo...